Dataset: the Open Reaction Database (ORD), a public repository of structured organic reaction records. Task: describe an organic reaction: reactants, conditions, products, and yield Starting materials: C[O-].[Na+] (sodium methoxide), C(CCC)OC(=O)C=1N=CC2=CC(=CC=C2C1O)OC1=CC=C(C=C1)NS(=O)(=O)C1=CC=C(C=C1)C (4-Hydroxy-7-[4-(toluene-4-sulfonylamino)-phenoxy]-isoquinoline-3-carboxylic acid butyl ester), NCC(=O)O (glycine), resultant mixture, Cl (HCl). The solvent is CO (methanol). Yields the product OC1=C(N=CC2=CC(=CC=C12)OC1=CC=C(C=C1)NS(=O)(=O)C1=CC=C(C=C1)C)C(=O)NCC(=O)O (({4-Hydroxy-7-[4-(toluene-4-sulfonylamino)-phenoxy]-isoquinoline-3-carbonyl}-amino)-acetic acid). As a reaction SMILES: C[O-].[Na+].C(O[C:9]([C:11]1[N:12]=[CH:13][C:14]2[C:19]([C:20]=1[OH:21])=[CH:18][CH:17]=[C:16]([O:22][C:23]1[CH:28]=[CH:27][C:26]([NH:29][S:30]([C:33]3[CH:38]=[CH:37][C:36]([CH3:39])=[CH:35][CH:34]=3)(=[O:32])=[O:31])=[CH:25][CH:24]=1)[CH:15]=2)=[O:10])CCC.[NH2:40][CH2:41][C:42]([OH:44])=[O:43].Cl>CO>[OH:21][C:20]1[C:19]2[C:14](=[CH:15][C:16]([O:22][C:23]3[CH:24]=[CH:25][C:26]([NH:29][S:30]([C:33]4[CH:38]=[CH:37][C:36]([CH3:39])=[CH:35][CH:34]=4)(=[O:32])=[O:31])=[CH:27][CH:28]=3)=[CH:17][CH:18]=2)[CH:13]=[N:12][C:11]=1[C:9]([NH:40][CH2:41][C:42]([OH:44])=[O:43])=[O:10] |f:0.1|. Procedure: To a solution of 1.85 ml of 0.5 M sodium methoxide in methanol was added 42 mg of 4-Hydroxy-7-[4-(toluene-4-sulfonylamino)-phenoxy]-isoquinoline-3-carboxylic acid butyl ester and 70 mg of glycine. The resultant mixture was heated at reflux temperature for 24 hours and then cooled to room temperature. The reaction was poured into a 0.2 N HCl aqueous solution and then extracted three times with ethyl acetate. The organic fractions were dried over anhydrous sodium sulfate and concentrated to 41 mg ...